From a dataset of the Open Reaction Database (ORD), a public repository of structured organic reaction records. describe an organic reaction: reactants, conditions, products, and yield Reactants: BrB(Br)Br, ClCCl, COc1cccc(C2=C(CC(C)N3CCCCC3)C(=O)NCCC2)c1, [Na+], [OH-]. The product is CC(CC1=C(c2cccc(O)c2)CCCNC1=O)N1CCCCC1. RXN SMILES: [B:26]([Br:27])([Br:28])[Br:29].[CH2:32]([Cl:33])[Cl:34].[N:1]1([CH:7]([CH2:8][C:9]2=[C:15]([c:16]3[cH:17][c:18]([O:22][CH3:23])[cH:19][cH:20][cH:21]3)[CH2:14][CH2:13][CH2:12][NH:11][C:10]2=[O:24])[CH3:25])[CH2:2][CH2:3][CH2:4][CH2:5][CH2:6]1.[Na+:31].[OH-:30]>>[N:1]1([CH:7]([CH2:8][C:9]2=[C:15]([c:16]3[cH:17][c:18]([OH:22])[cH:19][cH:20][cH:21]3)[CH2:14][CH2:13][CH2:12][NH:11][C:10]2=[O:24])[CH3:25])[CH2:2][CH2:3][CH2:4][CH2:5][CH2:6]1. Starting materials: Cl.NC=1C(=NC(=NC1O)N)O (diaminodihydroxypyrimidine hydrochloride), P(=O)(Cl)(Cl)Cl (phosphorus oxychloride), C(=O)([O-])[O-].[Na+].[Na+] (Na2CO3), solution, CN(C=O)C (dimethylformamide), [OH-].[Na+] (NaOH). Solvent: O (water), C1(=CC=CC=C1)C (toluene). Run at temperature 80 celsius, time 16 hour. Yields the product ClC1=NC(=NC(=C1N=CN(C)C)Cl)N (4,6-dichloro-N'-(dimethylaminomethylene)pyrimidine-2,5-diamine). Isolated yield 94.0%. Reaction SMILES: [ClH:1].[NH2:2][C:3]1[C:4](O)=[N:5][C:6]([NH2:10])=[N:7][C:8]=1O.P(Cl)(Cl)([Cl:14])=O.[CH3:17][N:18]([CH3:21])[CH:19]=O.C([O-])([O-])=O.[Na+].[Na+].[OH-].[Na+]>C1(C)C=CC=CC=1.O>[Cl:1][C:4]1[C:3]([N:2]=[CH:17][N:18]([CH3:21])[CH3:19])=[C:8]([Cl:14])[N:7]=[C:6]([NH2:10])[N:5]=1 |f:0.1,4.5.6,7.8|. Reported procedure: A suspension of 4.46 g (25 mmol) of diaminodihydroxypyrimidine hydrochloride in 90 ml of toluene and 15.33 g (100 mmol) of phosphorus oxychloride was heated to 80° C. 7.31 g (100 mmol) of dimethylformamide was added drop-wise within a span of 60 minutes. The reaction mixture was then stirred at 80° C. for 16 hours. It was allowed to cool down, and 100 ml of water was then added. The pH was adjusted to 10 using a total of 8.4 g of Na2CO3. The reaction mixture was heated to 40° C. and stirred at t... The solvent is CN(C)C=O (DMF). Procedure: A solution of 6-[(1-oxopentyl)amino)]-2-butylimidazo[4,5-b]pyridine, K2CO3 (956 mg, 6.92 mmol), and 4'-bromomethylbiphenyl-2-tert-butylsulfonamide 1.65 g, 3.46 mmol) in DMF (15 mL) was stirred for 12 h at r.t. The reaction mixture was poured into H2O (50 mL), extracted with EtOAc (2×50 mL), concentrated, and purified (SiO2, 4:1 EtOAc/hexanes) to give 740 mg of 2-butyl-3-[2'-(N-tert-butyl-aminosulfonyl)[1,1']biphenyl-4-yl]methyl-6-[(1-oxopentyl)amino)]-3H-imidazo[4,5-b]pyridine as a foam. Reactants: O (H2O), C(CCC)C=1NC=2C(=NC=CC2)N1 (2-butylimidazo[4,5-b]pyridine), C(=O)([O-])[O-].[K+].[K+] (K2CO3), 4'-bromomethylbiphenyl 2-tert-butylsulfonamide. Yields the product N1=CNC2=NC=CC=C21 (3H-imidazo[4,5-b]pyridine). RXN SMILES: C([C:5]1[NH:6][C:7]2[C:8]([N:13]=1)=[N:9][CH:10]=[CH:11][CH:12]=2)CCC.C([O-])([O-])=O.[K+].[K+].O>CN(C=O)C>[N:6]1[C:7]2[C:8](=[N:9][CH:10]=[CH:11][CH:12]=2)[NH:13][CH:5]=1 |f:1.2.3|.